This data is from the Open Reaction Database (ORD), a public repository of structured organic reaction records. The task is: describe an organic reaction: reactants, conditions, products, and yield Reactants: OBO, Brc1ccccc1, O=S(=O)(Oc1cc(-c2ccc(C(F)(F)F)cc2)cc(C2CC2)n1)C(F)(F)F. Yields the product FC(F)(F)c1ccc(-c2cc(-c3cccc(Br)c3)nc(C3CC3)c2)cc1. As a reaction SMILES: [BH:28]([OH:29])[OH:30].[Br:31][c:32]1[cH:33][cH:34][cH:35][cH:36][cH:37]1.[CH:1]1([c:4]2[cH:5][c:6](-[c:18]3[cH:19][cH:20][c:21]([C:24]([F:25])([F:26])[F:27])[cH:22][cH:23]3)[cH:7][c:8]([O:10][S:11]([C:12]([F:13])([F:14])[F:15])(=[O:16])=[O:17])[n:9]2)[CH2:2][CH2:3]1>>[CH:1]1([c:4]2[cH:5][c:6](-[c:18]3[cH:19][cH:20][c:21]([C:24]([F:25])([F:26])[F:27])[cH:22][cH:23]3)[cH:7][c:8](-[c:36]3[cH:35][cH:34][cH:33][c:32]([Br:31])[cH:37]3)[n:9]2)[CH2:2][CH2:3]1. Reactants: COC1=C(CN(S(=O)(=O)C2=C(C=C(C(=C2)C)O[C@@H]2[C@H](CCCC2)C=2C(=NN(C2)C2OCCCC2)[N+](=O)[O-])F)C2=NC=NC=C2)C=CC(=C1)OC (N-(2,4-dimethoxybenzyl)-2-fluoro-5-methyl-4-({(1S*,2R*)-2-[3-nitro-1-(tetrahydro-2H-pyran-2-yl)-1H-pyrazol-4-yl]cyclohexyl}oxy)-N-(pyrimidin-4-yl)benzenesulfonamide), C1CCOC1 (THF), [BH4-].[Na+] (sodium borohydride), C(O)([O-])=O.[Na+] (sodium hydrogencarbonate). The reagents and catalysts are C1=CC=C(C=C1)P([C-]2C=CC=C2)C3=CC=CC=C3.C1=CC=C(C=C1)P([C-]2C=CC=C2)C3=CC=CC=C3.Cl[Pd]Cl.[Fe+2] ([1,1′-bis(diphenylphosphino)ferrocene]dichloropalladium). The solvent is C(C)O (ethanol), C(C)(=O)OCC (ethyl acetate). Conditions: time 20 minute. Yields the product NC1=NN(C=C1[C@@H]1[C@H](CCCC1)OC1=CC(=C(C=C1C)S(=O)(=O)N(C1=NC=NC=C1)CC1=C(C=C(C=C1)OC)OC)F)C1OCCCC1 (4-({(1S*,2R*)-2-[3-Amino-1-(tetrahydro-2H-pyran-2-yl)-1H-pyrazol-4-yl]cyclohexyl}oxy)-N-(2,4-dimethoxybenzyl)-2-fluoro-5-methyl-N-(pyrimidin-4-yl)benzenesulfonamide). Isolated yield 42.1%. Reaction SMILES: [CH3:1][O:2][C:3]1[CH:48]=[C:47]([O:49][CH3:50])[CH:46]=[CH:45][C:4]=1[CH2:5][N:6]([C:39]1[CH:44]=[CH:43][N:42]=[CH:41][N:40]=1)[S:7]([C:10]1[CH:15]=[C:14]([CH3:16])[C:13]([O:17][C@H:18]2[CH2:23][CH2:22][CH2:21][CH2:20][C@@H:19]2[C:24]2[C:25]([N+:35]([O-])=O)=[N:26][N:27]([CH:29]3[CH2:34][CH2:33][CH2:32][CH2:31][O:30]3)[CH:28]=2)=[CH:12][C:11]=1[F:38])(=[O:9])=[O:8].C1COCC1.[BH4-].[Na+].C(=O)([O-])O.[Na+]>C1C=CC(P(C2C=CC=CC=2)[C-]2C=CC=C2)=CC=1.C1C=CC(P(C2C=CC=CC=2)[C-]2C=CC=C2)=CC=1.Cl[Pd]Cl.[Fe+2].C(OCC)(=O)C.C(O)C>[NH2:35][C:25]1[C:24]([C@H:19]2[CH2:20][CH2:21][CH2:22][CH2:23][C@@H:18]2[O:17][C:13]2[C:14]([CH3:16])=[CH:15][C:10]([S:7]([N:6]([CH2:5][C:4]3[CH:45]=[CH:46][C:47]([O:49][CH3:50])=[CH:48][C:3]=3[O:2][CH3:1])[C:39]3[CH:44]=[CH:43][N:42]=[CH:41][N:40]=3)(=[O:9])=[O:8])=[C:11]([F:38])[CH:12]=2)=[CH:28][N:27]([CH:29]2[CH2:34][CH2:33][CH2:32][CH2:31][O:30]2)[N:26]=1 |f:2.3,4.5,6.7.8.9|. Procedure details: To a solution of the N-(2,4-dimethoxybenzyl)-2-fluoro-5-methyl-4-({(1S*,2R*)-2-[3-nitro-1-(tetrahydro-2H-pyran-2-yl)-1H-pyrazol-4-yl]cyclohexyl}oxy)-N-(pyrimidin-4-yl)benzenesulfonamide (193 mg, 0.272 mmol) prepared in Example 68a and bis(acetylacetonato)copper (II) (21.3 mg, 0.0815 mmol) in a mixed solvent of THF (4.0 mL) and ethanol (4.0 mL), sodium borohydride (101 mg, 2.66 mmol) was added, and the reaction solution was stirred at room temperature for 20 minutes. To the reaction solution, a s... The reactants are C(C)(=O)O (Acetic acid), O (water), C(C1=CC=CC=C1)N1CCN(CC1)C=1C=C2C=NN(C2=CC1)C1OCCCC1 (5-(4-benzyl-1-piperazinyl)-1-tetrahydro-2H-pyran-2-yl-1H-indazole). Solvent: O1CCCC1 (tetrahydrofuran). Conditions: temperature 80 celsius, time 7 hour. The product is C(C1=CC=CC=C1)N1CCN(CC1)C=1C=C2C=NNC2=CC1 (5-(4-benzyl-1-piperazinyl)-1H-indazole). The yield is 47.6%. Reaction SMILES: C(O)(=O)C.O.[CH2:6]([N:13]1[CH2:18][CH2:17][N:16]([C:19]2[CH:20]=[C:21]3[C:25](=[CH:26][CH:27]=2)[N:24](C2CCCCO2)[N:23]=[CH:22]3)[CH2:15][CH2:14]1)[C:7]1[CH:12]=[CH:11][CH:10]=[CH:9][CH:8]=1>O1CCCC1>[CH2:6]([N:13]1[CH2:18][CH2:17][N:16]([C:19]2[CH:20]=[C:21]3[C:25](=[CH:26][CH:27]=2)[NH:24][N:23]=[CH:22]3)[CH2:15][CH2:14]1)[C:7]1[CH:8]=[CH:9][CH:10]=[CH:11][CH:12]=1. Procedure: Acetic acid (2.6 ml) and water (0.7 ml) were added to a solution of 5-(4-benzyl-1-piperazinyl)-1-tetrahydro-2H-pyran-2-yl-1H-indazole (100 mg, 0.266 mmol) in tetrahydrofuran (1.3 ml) at room temperature and stirred 80° C. for 7 hours. Then, the reaction solution was concentrated and the resulting residue was diluted with ethyl acetate and washed with a saturated aqueous sodium hydrogencarbonate solution and then a saturated aqueous sodium chloride solution. The organic layer was dried over anhyd...